From a dataset of the Open Reaction Database (ORD), a public repository of structured organic reaction records. describe an organic reaction: reactants, conditions, products, and yield Starting materials: BrC1=CC=C(C=N1)O (6-bromopyridin-3-ol), C1(=CC=CC=C1)P(C1=CC=CC=C1)C1=CC=CC=C1 (triphenylphosphine), N(=NC(=O)OCC)C(=O)OCC (diethyl azodicarboxylate), O(C1=CC=CC=C1)C1=C(C=CC=C1)CO ((2-phenoxyphenyl)methanol). Run in O1CCCC1 (tetrahydrofuran). Run at time 8 hour. Product: BrC1=NC=C(C=C1)OCC1=C(C=CC=C1)OC1=CC=CC=C1 (2-bromo-5-((2-phenoxybenzyl)oxy)pyridine). Reaction SMILES: [Br:1][C:2]1[N:7]=[CH:6][C:5]([OH:8])=[CH:4][CH:3]=1.C1(P(C2C=CC=CC=2)C2C=CC=CC=2)C=CC=CC=1.N(C(OCC)=O)=NC(OCC)=O.[O:40]([C:47]1[CH:52]=[CH:51][CH:50]=[CH:49][C:48]=1[CH2:53]O)[C:41]1[CH:46]=[CH:45][CH:44]=[CH:43][CH:42]=1>O1CCCC1>[Br:1][C:2]1[CH:3]=[CH:4][C:5]([O:8][CH2:53][C:48]2[CH:49]=[CH:50][CH:51]=[CH:52][C:47]=2[O:40][C:41]2[CH:46]=[CH:45][CH:44]=[CH:43][CH:42]=2)=[CH:6][N:7]=1. Reported procedure: To a solution of 6-bromopyridin-3-ol (1.76 g) in tetrahydrofuran (20 ml), 3.20 g of triphenylphosphine, 5.52 ml of diethyl azodicarboxylate (45% toluene solution) and 2.43 g of (2-phenoxyphenyl)methanol were added, and the reaction solution was stirred overnight at room temperature. The reaction solvent was distilled off under reduced pressure, and the residue obtained was purified by silica gel column chromatography (eluent: ethyl acetate/hexane (0:100-15:85)) to afford the title compound as a ... Starting materials: CC(=O)OC(C)=O, CO, Nc1cc(Cl)ccc1O. Yields the product CC(=O)Nc1cc(Cl)ccc1O. RXN SMILES: [CH3:10][C:11](=[O:12])[O:13][C:14](=[O:15])[CH3:16].[CH3:17][OH:18].[NH2:1][c:2]1[c:3]([OH:9])[cH:4][cH:5][c:6]([Cl:8])[cH:7]1>>[NH:1]([c:2]1[c:3]([OH:9])[cH:4][cH:5][c:6]([Cl:8])[cH:7]1)[C:11]([CH3:10])=[O:12]. Starting materials: [N+](=O)([O-])C=1C(=NC=CC1)N (3-nitropyridin-2-amine), BrC1=CC(=C(C#N)C=C1)F (4-bromo-2-fluorobenzonitrile), C1(=CC=CC=C1)P(C1=CC=CC=2C(C3=CC=CC(=C3OC12)P(C1=CC=CC=C1)C1=CC=CC=C1)(C)C)C1=CC=CC=C1 (4,5-bis(diphenylphosphino)-9,9-dimethylxanthene), C([O-])([O-])=O.[Cs+].[Cs+] (cesium carbonate). Reagents/catalysts: C=1C=CC(=CC1)/C=C/C(=O)/C=C/C2=CC=CC=C2.C=1C=CC(=CC1)/C=C/C(=O)/C=C/C2=CC=CC=C2.C=1C=CC(=CC1)/C=C/C(=O)/C=C/C2=CC=CC=C2.[Pd].[Pd] (tris(dibenzylideneacetone)dipalladium(0)). Solvent: O1CCOCC1 (1,4-dioxane). Run at temperature 100 celsius, time 30 minute. Product: FC1=C(C#N)C=CC(=C1)NC1=NC=CC=C1[N+](=O)[O-] (2-fluoro-4-[(3-nitropyridin-2-yl)amino]benzonitrile). As a reaction SMILES: [N+:1]([C:4]1[C:5]([NH2:10])=[N:6][CH:7]=[CH:8][CH:9]=1)([O-:3])=[O:2].Br[C:12]1[CH:19]=[CH:18][C:15]([C:16]#[N:17])=[C:14]([F:20])[CH:13]=1.C1(P(C2C=CC=CC=2)C2C3OC4C(=CC=CC=4P(C4C=CC=CC=4)C4C=CC=CC=4)C(C)(C)C=3C=CC=2)C=CC=CC=1.C(=O)([O-])[O-].[Cs+].[Cs+]>O1CCOCC1.C1C=CC(/C=C/C(/C=C/C2C=CC=CC=2)=O)=CC=1.C1C=CC(/C=C/C(/C=C/C2C=CC=CC=2)=O)=CC=1.C1C=CC(/C=C/C(/C=C/C2C=CC=CC=2)=O)=CC=1.[Pd].[Pd]>[F:20][C:14]1[CH:13]=[C:12]([NH:10][C:5]2[C:4]([N+:1]([O-:3])=[O:2])=[CH:9][CH:8]=[CH:7][N:6]=2)[CH:19]=[CH:18][C:15]=1[C:16]#[N:17] |f:3.4.5,7.8.9.10.11|. Procedure details: A mixture of 3-nitropyridin-2-amine (3.44 g, 24.7 mmol), 4-bromo-2-fluorobenzonitrile (4.95 g, 24.7 mmol), tris(dibenzylideneacetone)dipalladium(0) (226 mg, 0.247 mmol), 4,5-bis(diphenylphosphino)-9,9-dimethylxanthene (XantPhos, 286 mg, 0.494 mmol) and cesium carbonate (32.3 g, 99.0 mmol) in 1,4-dioxane (124 mL) was degassed, placed under nitrogen and stirred at 100° C. for 30 minutes. The reaction mixture was filtered through a pad of Celite using tetrahydrofuran, and the filtrate was concentra... Starting materials: CC(C)(C)C(O)Cc1ccccc1[N+](=O)[O-], Cc1ccccc1, O=S(Cl)Cl. The product is CC(C)(C)C=Cc1ccccc1[N+](=O)[O-]. As a reaction SMILES: [CH3:1][C:2]([CH:3]([CH2:4][c:5]1[c:6]([N+:11](=[O:12])[O-:13])[cH:7][cH:8][cH:9][cH:10]1)[OH:14])([CH3:15])[CH3:16].[CH3:21][c:22]1[cH:23][cH:24][cH:25][cH:26][cH:27]1.[S:17]([Cl:18])([Cl:19])=[O:20]>>[CH3:1][C:2]([CH:3]=[CH:4][c:5]1[c:6]([N+:11](=[O:12])[O-:13])[cH:7][cH:8][cH:9][cH:10]1)([CH3:15])[CH3:16]. Starting materials: BrC1=CC=C(C(C(=O)O)=C1)O (5-bromosalicylic acid), C(C)OC(=O)C1=C(N=C(S1)N)C(F)(F)F (2-amino-4-(trifluoromethyl)thiazole-5-carboxylic acid ethyl ester), raw materials. Product: C(C)OC(=O)C1=C(N=C(S1)NC(C1=C(C=CC(=C1)Br)O)=O)C(F)(F)F (2-(5-Bromo-2-hydroxybenzoyl)amino 4-(trifluoromethyl)thiazole-5-carboxylic acid ethyl ester). Yield: 88.7%. RXN SMILES: [Br:1][C:2]1[CH:10]=[C:6]([C:7]([OH:9])=O)[C:5]([OH:11])=[CH:4][CH:3]=1.[CH2:12]([O:14][C:15]([C:17]1[S:21][C:20]([NH2:22])=[N:19][C:18]=1[C:23]([F:26])([F:25])[F:24])=[O:16])[CH3:13]>>[CH2:12]([O:14][C:15]([C:17]1[S:21][C:20]([NH:22][C:7](=[O:9])[C:6]2[CH:10]=[C:2]([Br:1])[CH:3]=[CH:4][C:5]=2[OH:11])=[N:19][C:18]=1[C:23]([F:25])([F:26])[F:24])=[O:16])[CH3:13]. Procedure: Using 5-bromosalicylic acid and 2-amino-4-(trifluoromethyl)thiazole-5-carboxylic acid ethyl ester as the raw materials, the same operation as the example 195(3) gave the title compound. The reactants are Brc1ccc(N2CCOCC2)nc1, COc1ccc(B2OC(C)(C)C(C)(C)O2)cn1, CC(C)OB1OC(C)(C)C(C)(C)O1. The product is CC1(C)OB(c2ccc(N3CCOCC3)nc2)OC1(C)C. RXN SMILES: [Br:1][c:2]1[cH:3][cH:4][c:5]([N:8]2[CH2:9][CH2:10][O:11][CH2:12][CH2:13]2)[n:6][cH:7]1.[CH3:27][O:28][c:29]1[cH:30][cH:31][c:32]([B:33]2[O:34][C:35]([CH3:36])([CH3:37])[C:38]([CH3:39])([CH3:40])[O:41]2)[cH:42][n:43]1.[CH:14]([O:15][B:18]1[O:19][C:20]([CH3:25])([CH3:26])[C:21]([CH3:23])([CH3:24])[O:22]1)([CH3:16])[CH3:17]>>[c:2]1([B:18]2[O:19][C:20]([CH3:25])([CH3:26])[C:21]([CH3:23])([CH3:24])[O:22]2)[cH:3][cH:4][c:5]([N:8]2[CH2:9][CH2:10][O:11][CH2:12][CH2:13]2)[n:6][cH:7]1. Reactants: [BH4-].[Na+] (NaBH4), P(=O)([O-])([O-])OC[C@H]([C@H]([C@@H]([C@H](C=O)O)O)O)O.[Ba+2] (barium glucose-6-phosphate), [OH-].[Na+] (NaOH). The solvent is O (water). Reaction conditions: temperature 45 celsius, time 24 hour. The product is cellulose, C([C@@H]1[C@H]([C@@H]([C@H]([C@@H](O1)O)O)O)O)OP(=O)(O)O (glucose-6-phosphate). Reaction SMILES: [P:1]([O:5][CH2:6][C@@H:7]([OH:16])[C@@H:8]([OH:15])[C@H:9]([OH:14])[C@@H:10]([OH:13])[CH:11]=[O:12])([O-:4])([O-:3])=[O:2].[Ba+2].[OH-].[Na+].[BH4-].[Na+]>O>[CH2:6]([O:5][P:1]([OH:3])([OH:4])=[O:2])[C@H:7]1[O:16][C@@H:11]([OH:12])[C@H:10]([OH:13])[C@@H:9]([OH:14])[C@@H:8]1[OH:15] |f:0.1,2.3,4.5|. Reported procedure: To 10 ml of the aminated gel obtained in Preparation Example 2 were added, first 10 ml of water, next 1 g of barium glucose-6-phosphate, to which 0.5 ml of 2M NaOH was further added and the mixture was maintained at 45° C. for 1 hour. After 0.1 g of NaBH4 was added thereto, the mixture was allowed to stand at room temperature for 24 hours. After the reaction was completed, the gel was filtered off from the reaction mixture and washed with water to give a cellulose gel with immobilized glucose-6-... The reactants are N1C=C(C2=CC=CC=C12)C(=O)O (indole-3-carboxylic acid), BrCCCCCCCCC (1-bromononane), C([O-])([O-])=O.[K+].[K+] (potassium carbonate). Run in CN(C=O)C (N,N-dimethylformamide). Run at time 15 hour. Yields the product N1C=C(C2=CC=CC=C12)C(=O)OCCCCCCCCC (nonyl indole-3-carboxylate). RXN SMILES: [NH:1]1[C:9]2[C:4](=[CH:5][CH:6]=[CH:7][CH:8]=2)[C:3]([C:10]([OH:12])=[O:11])=[CH:2]1.Br[CH2:14][CH2:15][CH2:16][CH2:17][CH2:18][CH2:19][CH2:20][CH2:21][CH3:22].C(=O)([O-])[O-].[K+].[K+]>CN(C)C=O>[NH:1]1[C:9]2[C:4](=[CH:5][CH:6]=[CH:7][CH:8]=2)[C:3]([C:10]([O:12][CH2:14][CH2:15][CH2:16][CH2:17][CH2:18][CH2:19][CH2:20][CH2:21][CH3:22])=[O:11])=[CH:2]1 |f:2.3.4|. Reported procedure: A mixture of indole-3-carboxylic acid, 1-bromononane and potassium carbonate in N,N-dimethylformamide was stirred at room temperature for 15 hours. After insoluble materials were filtered off, the filtrate was diluted with ethyl acetate, washed with water and brine, dried over magnesium sulfate and concentrated. The solid was collected and washed with hexane to give nonyl indole-3-carboxylate. The reactants are CCOC(=O)C(C)Br, O=C([O-])[O-], CCC(C)=O, Oc1ccc(Nc2cnc3cc(Cl)ccc3n2)cc1, [K+], [K+]. Product: CCOC(=O)C(C)Oc1ccc(Nc2cnc3cc(Cl)ccc3n2)cc1. As a reaction SMILES: [Br:20][CH:21]([C:22](=[O:23])[O:24][CH2:25][CH3:26])[CH3:27].[C:28](=[O:29])([O-:30])[O-:31].[CH2:34]([C:35]([CH3:36])=[O:37])[CH3:38].[Cl:1][c:2]1[cH:3][c:4]2[n:5][cH:6][c:7]([NH:12][c:13]3[cH:14][cH:15][c:16]([OH:19])[cH:17][cH:18]3)[n:8][c:9]2[cH:10][cH:11]1.[K+:32].[K+:33]>>[Cl:1][c:2]1[cH:3][c:4]2[n:5][cH:6][c:7]([NH:12][c:13]3[cH:14][cH:15][c:16]([O:19][CH:21]([C:22](=[O:23])[O:24][CH2:25][CH3:26])[CH3:27])[cH:17][cH:18]3)[n:8][c:9]2[cH:10][cH:11]1.